Dataset: the Open Reaction Database (ORD), a public repository of structured organic reaction records. Task: describe an organic reaction: reactants, conditions, products, and yield Starting materials: NC1=CC(=C(C(=O)NC2CN3CCC2CC3)C=C1Cl)OCC(C)=O (4-Amino-N-(1-azabicyclo[2.2.2]oct-3-yl)-5-chloro-2-(2-propanon-1-yl)oxybenzamide), [BH4-] (borohydride). Solvent: C(C)O (ethanol). The product is NC1=CC(=C(C(=O)NC2CN3CCC2CC3)C=C1Cl)OCC(C)O (4-Amino-N-(1-azabicyclo[2.2.2]-oct-3-yl)-5-chloro-2-(2-hydroxypropan-1-yl)oxybenzamide). Reaction SMILES: [NH2:1][C:2]1[C:18]([Cl:19])=[CH:17][C:5]([C:6]([NH:8][CH:9]2[CH:14]3[CH2:15][CH2:16][N:11]([CH2:12][CH2:13]3)[CH2:10]2)=[O:7])=[C:4]([O:20][CH2:21][C:22](=[O:24])[CH3:23])[CH:3]=1.[BH4-]>C(O)C>[NH2:1][C:2]1[C:18]([Cl:19])=[CH:17][C:5]([C:6]([NH:8][CH:9]2[CH:14]3[CH2:15][CH2:16][N:11]([CH2:12][CH2:13]3)[CH2:10]2)=[O:7])=[C:4]([O:20][CH2:21][CH:22]([OH:24])[CH3:23])[CH:3]=1. Procedure: The product from Example 75 is treated with sodum borohydride in absolute ethanol at reflux to give the title compound. Reactants: FC(C(=O)O)(F)F (trifluoroacetic acid), FC=1C=C2C(=NC1)N(N=C2C2=NC=CC(=N2)N[C@H](CC(=O)O)C(C)(C)C)C(C2=CC=CC=C2)(C2=CC=CC=C2)C2=CC=CC=C2 ((R)-3-((2-(5-fluoro-1-trityl-1H-pyrazolo[3,4-b]pyridin-3-yl)pyrimidin-4-yl)amino)-4,4-dimethylpentanoic acid), FC=1C=C2C(=NC1)N(N=C2C2=NC=CC(=N2)N[C@H](CC(=O)O)C(C)(C)C)C(C2=CC=CC=C2)(C2=CC=CC=C2)C2=CC=CC=C2 ((R)-3-((2-(5-fluoro-1-trityl-1H-pyrazolo[3,4-b]pyridin-3-yl)pyrimidin-4-yl)amino)-4,4-dimethylpentanoic acid), C(C)[SiH](CC)CC (triethylsilane). Solvent: C(Cl)Cl (CH2Cl2), C1(=CC=CC=C1)C (toluene). Run at time 1 hour. The product is FC=1C=C2C(=NC1)NN=C2C2=NC=CC(=N2)N[C@H](CC(=O)O)C(C)(C)C ((R)-3-((2-(5-fluoro-1H-pyrazolo[3,4-b]pyridin-3-yl)pyrimidin-4-yl)amino)-4,4-dimethylpentanoic acid). RXN SMILES: [F:1][C:2]1[CH:3]=[C:4]2[C:10]([C:11]3[N:16]=[C:15]([NH:17][C@@H:18]([C:23]([CH3:26])([CH3:25])[CH3:24])[CH2:19][C:20]([OH:22])=[O:21])[CH:14]=[CH:13][N:12]=3)=[N:9][N:8](C(C3C=CC=CC=3)(C3C=CC=CC=3)C3C=CC=CC=3)[C:5]2=[N:6][CH:7]=1.C([SiH](CC)CC)C.FC(F)(F)C(O)=O>C(Cl)Cl.C1(C)C=CC=CC=1>[F:1][C:2]1[CH:3]=[C:4]2[C:10]([C:11]3[N:16]=[C:15]([NH:17][C@@H:18]([C:23]([CH3:26])([CH3:25])[CH3:24])[CH2:19][C:20]([OH:22])=[O:21])[CH:14]=[CH:13][N:12]=3)=[N:9][NH:8][C:5]2=[N:6][CH:7]=1. Procedure: To a solution of crude (R)-3-((2-(5-fluoro-1-trityl-1H-pyrazolo[3,4-b]pyridin-3-yl)pyrimidin-4-yl)amino)-4,4-dimethylpentanoic acid, 138a, (0.11 g, 0.21 mmol) in CH2Cl2 was added triethylsilane (0.15 mL, 0.94 mmol) followed by trifluoroacetic acid (0.15 mL, 1.95 mmol). After stirring the resulting solution at room temperature for 1 hour, the reaction mixture was kept below 5° C. overnight (refrigerator). The mixture was then allowed to warm to room temperature and kept at that temperature for an... The reactants are COC(C1=CC=C(C=C1)S(=O)(=O)N1C=C(C2=CC=CC=C12)I)=O (4-(3-iodo-indole-1-sulfonyl)-benzoic acid methyl ester), FC1=NC=CC=C1B(O)O (2-fluoropyridine-3-boronic acid), C([O-])([O-])=O.[Na+].[Na+] (sodium carbonate), ClCCl (dichloromethane). Solvent: C1CCOC1 (THF). Yields the product COC(C1=CC=C(C=C1)S(=O)(=O)N1C=C(C2=CC=CC=C12)C=1C(=NC=CC1)F)=O (4-[3-(2-fluoro-pyridin-3-yl)-indole-1-sulfonyl]-benzoic acid methyl ester). RXN SMILES: [CH3:1][O:2][C:3](=[O:23])[C:4]1[CH:9]=[CH:8][C:7]([S:10]([N:13]2[C:21]3[C:16](=[CH:17][CH:18]=[CH:19][CH:20]=3)[C:15](I)=[CH:14]2)(=[O:12])=[O:11])=[CH:6][CH:5]=1.[F:24][C:25]1[C:30](B(O)O)=[CH:29][CH:28]=[CH:27][N:26]=1.C(=O)([O-])[O-].[Na+].[Na+].ClCCl>C1COCC1>[CH3:1][O:2][C:3](=[O:23])[C:4]1[CH:9]=[CH:8][C:7]([S:10]([N:13]2[C:21]3[C:16](=[CH:17][CH:18]=[CH:19][CH:20]=3)[C:15]([C:30]3[C:25]([F:24])=[N:26][CH:27]=[CH:28][CH:29]=3)=[CH:14]2)(=[O:12])=[O:11])=[CH:6][CH:5]=1 |f:2.3.4|. Reported procedure: Reflux a mixture of 4-(3-iodo-indole-1-sulfonyl)-benzoic acid methyl ester (1.33 g, 3.01 mmol, 1 equiv), 2-fluoropyridine-3-boronic acid (Frontier Scientific®; 0.47 g, 3.3 mmol, 1.1 equiv), sodium carbonate (2M in H2O; 3.0 mL, 6.0 mmol, 2.0 equiv), and [1,1′-bis(diphenylphosphino)ferrocene]dichloropalladium(II) complex with dichloromethane (62 mg, 0.080 mmol, 0.025 equiv) in THF (15 mL) under N2 for 2 h (reaction mixture turned very dark when heated). Rotary evaporate the reaction mixture. Disso... Starting materials: CCCCCCCCCCCCCCCC(=O)OC[C@H](COP(=O)([O-])OCC[N+](C)(C)C)OC(=O)CCCCCCCCCCCCCCC (DPPC). The solvent is C(C)O.[Na+].[Cl-].C(C(CO)(CO)N)O (ethanol NaCl Tris), C(C)O.[Na+].[Cl-].C(C(CO)(CO)N)O (ethanol NaCl Tris). Yields the product C(C)O.CCCCCCCCCCCCCCCC(=O)OC[C@H](COP(=O)([O-])OCC[N+](C)(C)C)OC(=O)CCCCCCCCCCCCCCC (ethanol DPPC). Reaction SMILES: [CH3:1][CH2:2][CH2:3][CH2:4][CH2:5][CH2:6][CH2:7][CH2:8][CH2:9][CH2:10][CH2:11][CH2:12][CH2:13][CH2:14][CH2:15][C:16]([O:18][CH2:19][C@@H:20]([O:33][C:34]([CH2:36][CH2:37][CH2:38][CH2:39][CH2:40][CH2:41][CH2:42][CH2:43][CH2:44][CH2:45][CH2:46][CH2:47][CH2:48][CH2:49][CH3:50])=[O:35])[CH2:21][O:22][P:23]([O:26][CH2:27][CH2:28][N+:29]([CH3:32])([CH3:31])[CH3:30])([O-:25])=[O:24])=[O:17]>C(O)C.[Na+].[Cl-].C(O)C(N)(CO)CO>[CH2:16]([OH:17])[CH3:15].[CH3:1][CH2:2][CH2:3][CH2:4][CH2:5][CH2:6][CH2:7][CH2:8][CH2:9][CH2:10][CH2:11][CH2:12][CH2:13][CH2:14][CH2:15][C:16]([O:18][CH2:19][C@@H:20]([O:33][C:34]([CH2:36][CH2:37][CH2:38][CH2:39][CH2:40][CH2:41][CH2:42][CH2:43][CH2:44][CH2:45][CH2:46][CH2:47][CH2:48][CH2:49][CH3:50])=[O:35])[CH2:21][O:22][P:23]([O:26][CH2:27][CH2:28][N+:29]([CH3:32])([CH3:31])[CH3:30])([O-:25])=[O:24])=[O:17] |f:1.2.3.4,5.6|. Procedure details: FIG. 24. Phase contrast photomicrographs of the ethanol-induced DPPC interdigitated sheets and DPPC IFVs. A. Photomicrographs (400×) of ethanol-induced DPPC interdigitated sheets formed at 20 mg/ml (3.0M ethanol, 150 mM NaCl, 10 mM Tris-HCl, pH 7.2, room temperature). The sheet suspension was then disrupted by a five-fold dilution with 3.0M ethanol NaCl/Tris buffer. B. Photomicrograph (400×) of 20 mg/ml DPPC IFVs in 3.0M ethanol NaCl/Tris buffer at room temperature. The IFVs were formed from eth... Reaction conditions: time 1 hour. Reaction SMILES: Br[C:2]1[CH:8]=[C:7]([F:9])[C:6]([F:10])=[CH:5][C:3]=1[NH2:4].[C:11](=[O:14])([O-:13])[O-].[Na+].[Na+].F[C:18](F)(F)[C:19]([O:21][C:22](=O)[C:23](F)(F)F)=[O:20].O>CCOCC>[C:19]([OH:21])(=[O:20])/[CH:18]=[CH:2]/[C:11]([OH:13])=[O:14].[F:9][C:7]1[CH:8]=[CH:2][C:3]2[N:4]([NH:4][CH:3]([CH3:5])[CH3:2])[C:6]3[CH2:7][CH2:8][CH2:22][C:23]=3[C:5]=2[C:6]=1[F:10] |f:1.2.3,7.8|. Isolated yield 238.4%. Procedure details: To a stirred solution of 2-bromo-4,5-difluoroaniline [H. Ishikawa, T. Uno, H, Miyamoto, H. Hiraki, H. Tamaoka, M. Tominaga and K. Nakagawa, Chem. Pharm. Bull., 1990, 38(9), 2459-2462] (72 g, 34 mmol) in ether (50 mL) at 0° C. was added sodium carbonate (5.4 g, 44 mmol) and trifluoroacetic anhydride (6.2 mL, 44 mmol). The reaction mixture was stirred at room temperature for 1 h. Water (100 mL) was added and the mixture was extracted with dichloromethane (3×100 mL). The organic extracts were combi... Yields the product C(\C=C\C(=O)O)(=O)O.FC1=C(C=2C3=C(N(C2C=C1)NC(C)C)CCC3)F (7,8-Difluoro-1,2,3,4-tetrahydrocyclopent[b]indol-4-yl2-propylamine fumarate). Run in CCOCC (ether). Reactants: BrC1=C(N)C=C(C(=C1)F)F (2-bromo-4,5-difluoroaniline), C([O-])([O-])=O.[Na+].[Na+] (sodium carbonate), FC(C(=O)OC(C(F)(F)F)=O)(F)F (trifluoroacetic anhydride), O (Water). The reactants are CO, Cl, NNC(N)=S, O=C(CNC(=O)c1ccccc1)c1ccccc1, O. Product: NC(=S)NN=C(CNC(=O)c1ccccc1)c1ccccc1. As a reaction SMILES: [CH3:26][OH:27].[ClH:24].[NH2:1][NH:2][C:3](=[S:4])[NH2:5].[O:6]=[C:7]([CH2:8][NH:9][C:10]([c:11]1[cH:12][cH:13][cH:14][cH:15][cH:16]1)=[O:17])[c:18]1[cH:19][cH:20][cH:21][cH:22][cH:23]1.[OH2:25]>>[N:1]([NH:2][C:3](=[S:4])[NH2:5])=[C:7]([CH2:8][NH:9][C:10]([c:11]1[cH:12][cH:13][cH:14][cH:15][cH:16]1)=[O:17])[c:18]1[cH:19][cH:20][cH:21][cH:22][cH:23]1. The product is C(C)OC(C1=C(C=C(C=C1)Br)I)=O (4-Bromo-2-iodo-benzoic acid ethyl ester). Run in S(=O)(Cl)Cl (thionyl chloride). Conditions: temperature 0 celsius, time 1 hour. Procedure: 4-Bromo-2-iodo-benzoic acid (4.0 g; 12.24 mmol) is stirred in thionyl chloride (8.0 ml) under reflux for 1 hour. The reaction mixture is evaporated under reduced pressure and taken up immediately in 20 ml methylene dichloride and cooled down to 0° C. Ethanol (20.0 ml; 342.96 mmol) is added and stirred for 1 hour at ambient temperature. The ethanol is evaporated and the residue taken up in methylene dichloride and extracted with saturated NaHCO3 solution. The organic layer is separated, dried ove... The reactants are BrC1=CC(=C(C(=O)O)C=C1)I (4-Bromo-2-iodo-benzoic acid), C(C)O (Ethanol). As a reaction SMILES: [Br:1][C:2]1[CH:10]=[CH:9][C:5]([C:6]([OH:8])=[O:7])=[C:4]([I:11])[CH:3]=1.[CH2:12](O)[CH3:13]>S(Cl)(Cl)=O>[CH2:12]([O:7][C:6](=[O:8])[C:5]1[CH:9]=[CH:10][C:2]([Br:1])=[CH:3][C:4]=1[I:11])[CH3:13]. The reactants are O=C([O-])[O-], O=Cc1cnn2ccc(Cl)nc12, [Cs+], [Cs+], OB(O)c1ccccc1F, CN(C)C=O, O, O. Yields the product O=Cc1cnn2ccc(-c3ccccc3F)nc12. As a reaction SMILES: [C:23](=[O:24])([O-:25])[O-:26].[Cl:1][c:2]1[n:3][c:4]2[n:5]([cH:6][cH:7]1)[n:8][cH:9][c:10]2[CH:11]=[O:12].[Cs+:27].[Cs+:28].[F:13][c:14]1[c:15]([B:20]([OH:21])[OH:22])[cH:16][cH:17][cH:18][cH:19]1.[O:30]=[CH:31][N:32]([CH3:33])[CH3:34].[OH2:29].[OH2:35]>>[c:2]1(-[c:15]2[c:14]([F:13])[cH:19][cH:18][cH:17][cH:16]2)[n:3][c:4]2[n:5]([cH:6][cH:7]1)[n:8][cH:9][c:10]2[CH:11]=[O:12]. Starting materials: [N+](=O)([O-])C1=CNC2=CC=C(C=C12)C(=O)NN (3-nitro-1H-indole-5-carbohydrazide), C(C)(C)N=C=S (isopropyl isothiocyanate). The solvent is CN(C)C=O (DMF). The product is C(C)(C)NC(=S)NNC(=O)C=1C=C2C(=CNC2=CC1)[N+](=O)[O-] (N-isopropyl-2-(3-nitro-1H-indole-5-carbonyl)hydrazinecarbothioamide). The yield is 85.6%. RXN SMILES: [N+:1]([C:4]1[C:12]2[C:7](=[CH:8][CH:9]=[C:10]([C:13]([NH:15][NH2:16])=[O:14])[CH:11]=2)[NH:6][CH:5]=1)([O-:3])=[O:2].[CH:17]([N:20]=[C:21]=[S:22])([CH3:19])[CH3:18]>CN(C=O)C>[CH:17]([NH:20][C:21]([NH:16][NH:15][C:13]([C:10]1[CH:11]=[C:12]2[C:7](=[CH:8][CH:9]=1)[NH:6][CH:5]=[C:4]2[N+:1]([O-:3])=[O:2])=[O:14])=[S:22])([CH3:19])[CH3:18]. Reported procedure: To a suspension of 3-nitro-1H-indole-5-carbohydrazide (1.2 g, 5.454 mmol) in DMF (5 mL) was added isopropyl isothiocyanate (661 mg, 6.545 mmol) in one lot and the reaction was heated to reflux for 4 h. The mixture was quenched with water (20 mL) to get a pale yellow precipitate. The precipitate was filtered, washed with water (2×10 mL) and dried. The crude product was treated with 20% EtOAc in petroleum ether (2×20 mL) to afford N-isopropyl-2-(3-nitro-1H-indole-5-carbonyl)hydrazinecarbothioamide...